This data is from the Open Reaction Database (ORD), a public repository of structured organic reaction records. The task is: describe an organic reaction: reactants, conditions, products, and yield Starting materials: CN(C=1C=C(C=CC1)O)C (m-dimethylaminophenol), BrCCCCCCBr (1,6-dibromohexane), C([O-])([O-])=O.[K+].[K+] (potassium carbonate). Solvent: CC(=O)C (acetone). The product is CN(C=1C=C(OCCCCCCBr)C=CC1)C (6-(3-Dimethylaminophenoxy)hexyl bromide). As a reaction SMILES: [CH3:1][N:2]([CH3:10])[C:3]1[CH:4]=[C:5]([OH:9])[CH:6]=[CH:7][CH:8]=1.[Br:11][CH2:12][CH2:13][CH2:14][CH2:15][CH2:16][CH2:17]Br.C(=O)([O-])[O-].[K+].[K+]>CC(C)=O>[CH3:1][N:2]([CH3:10])[C:3]1[CH:4]=[C:5]([CH:6]=[CH:7][CH:8]=1)[O:9][CH2:17][CH2:16][CH2:15][CH2:14][CH2:13][CH2:12][Br:11] |f:2.3.4|. Reported procedure: A mixture of 27.5 g. (0.2 mole) of m-dimethylaminophenol, 94 g. (0.39 mole) of 1,6-dibromohexane, 53.8 g. of powdered anhydrous potassium carbonate and 350 ml. of acetone was heated at reflux under nitrogen for two days. The reaction mixture was concentrated in vacuo and the residue partitioned between water and methylene dichloride. The organic layer was washed with water, dried over anhydrous magnesium sulfate and concentrated. The residue was distilled to remove unreacted 1,6-dibromohexane (b... The reactants are NCCO (2-aminoethanol), C1(CC1)C1=CC=C(C(=N1)C(=O)NC1=C(C(=O)O)C=CN=C1)NC=1C=NC=NC1 (3-{[6-cyclopropyl-3-(pyrimidin-5-ylamino)-pyridine-2-carbonyl]-amino}-isonicotinic acid). The product is OCCNC(=O)C1=C(C=NC=C1)NC(=O)C1=NC(=CC=C1NC=1C=NC=NC1)C1CC1 (6-Cyclopropyl-3-(pyrimidin-5-ylamino)-pyridine-2-carboxylic acid [4-(2-hydroxy-ethylcarbamoyl)-pyridin-3-yl]-amide). Yield: 36.0%. Reaction SMILES: [NH2:1][CH2:2][CH2:3][OH:4].[CH:5]1([C:8]2[N:13]=[C:12]([C:14]([NH:16][C:17]3[CH:25]=[N:24][CH:23]=[CH:22][C:18]=3[C:19](O)=[O:20])=[O:15])[C:11]([NH:26][C:27]3[CH:28]=[N:29][CH:30]=[N:31][CH:32]=3)=[CH:10][CH:9]=2)[CH2:7][CH2:6]1>>[OH:4][CH2:3][CH2:2][NH:1][C:19]([C:18]1[CH:22]=[CH:23][N:24]=[CH:25][C:17]=1[NH:16][C:14]([C:12]1[C:11]([NH:26][C:27]2[CH:28]=[N:29][CH:30]=[N:31][CH:32]=2)=[CH:10][CH:9]=[C:8]([CH:5]2[CH2:7][CH2:6]2)[N:13]=1)=[O:15])=[O:20]. Reported procedure: According to the general method described in step 3 of example 53, reaction of 2-aminoethanol with 3-{[6-cyclopropyl-3-(pyrimidin-5-ylamino)-pyridine-2-carbonyl]-amino}-isonicotinic acid provided the title compound (36%) as amorphous yellow solid. The reactants are ClC=1C2=NC(=C(N=C2C=C2C(OC(=NC12)C=1N(N=C(C1)C(F)(F)F)C1=NC=CC=C1Cl)=O)C)C (9-chloro-2-[2-(3-chloro-pyridin-2-yl)-5-trifluoromethyl-2H-pyrazol-3-yl]-6,7-dimethyl-3-oxa-1,5,8-triaza-anthracen-4-one), CN (methylamine). Product: CNC(=O)C=1C=C2N=C(C(=NC2=C(C1NC(=O)C=1N(N=C(C1)C(F)(F)F)C1=NC=CC=C1Cl)Cl)C)C (8-chloro-7-{[2-(3-chloro-pyridin-2-yl)-5-trifluoromethyl-2H-pyrazole-3-carbonyl]-amino}-2,3-dimethyl-quinoxaline-6-carboxylic acid methylamide). Isolated yield 68.0%. Reaction SMILES: [Cl:1][C:2]1[C:3]2[C:8]([CH:9]=[C:10]3[C:15]=1[N:14]=[C:13]([C:16]1[N:17]([C:25]4[C:30]([Cl:31])=[CH:29][CH:28]=[CH:27][N:26]=4)[N:18]=[C:19]([C:21]([F:24])([F:23])[F:22])[CH:20]=1)[O:12][C:11]3=[O:32])=[N:7][C:6]([CH3:33])=[C:5]([CH3:34])[N:4]=2.[CH3:35][NH2:36]>>[CH3:35][NH:36][C:11]([C:10]1[CH:9]=[C:8]2[C:3](=[C:2]([Cl:1])[C:15]=1[NH:14][C:13]([C:16]1[N:17]([C:25]3[C:30]([Cl:31])=[CH:29][CH:28]=[CH:27][N:26]=3)[N:18]=[C:19]([C:21]([F:22])([F:23])[F:24])[CH:20]=1)=[O:12])[N:4]=[C:5]([CH3:34])[C:6]([CH3:33])=[N:7]2)=[O:32]. Procedure details: See example H3 for the reaction conditions using 9-chloro-2-[2-(3-chloro-pyridin-2-yl)-5-trifluoromethyl-2H-pyrazol-3-yl]-6,7-dimethyl-3-oxa-1,5,8-triaza-anthracen-4-one as starting material and 2 equivalents of methylamine (40% in H2O). After 10 hours reaction time and purification by flash chromatography on silica gel, a white solid is obtained in 68% yield. m.p.: 221-224° C. The reactants are CC1CNCC(C)N1, CS(C)=O, COc1cc(CCc2cc(NC(=O)c3cnc(Cl)cn3)[nH]n2)cc(OC)c1. Product: COc1cc(CCc2cc(NC(=O)c3cnc(N4CC(C)NC(C)C4)cn3)[nH]n2)cc(OC)c1. As a reaction SMILES: [CH3:1][CH:2]1[NH:3][CH:4]([CH3:8])[CH2:5][NH:6][CH2:7]1.[CH3:36][S:37]([CH3:38])=[O:39].[Cl:9][c:10]1[n:11][cH:12][c:13]([C:16](=[O:17])[NH:18][c:19]2[nH:20][n:21][c:22]([CH2:24][CH2:25][c:26]3[cH:27][c:28]([O:34][CH3:35])[cH:29][c:30]([O:32][CH3:33])[cH:31]3)[cH:23]2)[n:14][cH:15]1>>[CH3:1][CH:2]1[NH:3][CH:4]([CH3:8])[CH2:5][N:6]([c:10]2[n:11][cH:12][c:13]([C:16](=[O:17])[NH:18][c:19]3[nH:20][n:21][c:22]([CH2:24][CH2:25][c:26]4[cH:27][c:28]([O:34][CH3:35])[cH:29][c:30]([O:32][CH3:33])[cH:31]4)[cH:23]3)[n:14][cH:15]2)[CH2:7]1. The reactants are Cc1ccc(-c2c(CNC(=O)OC(C)(C)C)c(CC(C)C)nc3ccc(NC(=O)OCC4c5ccccc5-c5ccccc54)cc23)cc1, C1CCNCC1, CN(C)C=O, O. The product is Cc1ccc(-c2c(CNC(=O)OC(C)(C)C)c(CC(C)C)nc3ccc(N)cc23)cc1. RXN SMILES: [C:1]([CH3:2])([CH3:3])([CH3:4])[O:5][C:6](=[O:7])[NH:8][CH2:9][c:10]1[c:11]([CH2:45][CH:46]([CH3:47])[CH3:48])[n:12][c:13]2[cH:14][cH:15][c:16]([NH:27][C:28](=[O:29])[O:30][CH2:31][CH:32]3[c:33]4[cH:34][cH:35][cH:36][cH:37][c:38]4-[c:39]4[c:40]3[cH:41][cH:42][cH:43][cH:44]4)[cH:17][c:18]2[c:19]1-[c:20]1[cH:21][cH:22][c:23]([CH3:26])[cH:24][cH:25]1.[CH2:49]1[CH2:50][CH2:51][NH:52][CH2:53][CH2:54]1.[CH3:56][N:57]([CH3:58])[CH:59]=[O:60].[OH2:55]>>[C:1]([CH3:2])([CH3:3])([CH3:4])[O:5][C:6](=[O:7])[NH:8][CH2:9][c:10]1[c:11]([CH2:45][CH:46]([CH3:47])[CH3:48])[n:12][c:13]2[cH:14][cH:15][c:16]([NH2:27])[cH:17][c:18]2[c:19]1-[c:20]1[cH:21][cH:22][c:23]([CH3:26])[cH:24][cH:25]1. The reactants are C1(=CC=CC=C1)C (Toluene), BrC1=CC=C2C=NC(=NN21)NC2=CC=C(C=C2)N2CCN(CC2)C ((7-Bromo-pyrrolo[2,1-f][1,2,4]triazin-2-yl)-[4-(4-methyl-piperazin-1-yl)-phenyl]-amine), NC1=CC=CC=C1 (Aniline), CC(C)([O-])C.[Na+] (Sodium tert-butoxide). The reagents and catalysts are C1(=CC=CC=C1)P([C-]1C=CC=C1)C1=CC=CC=C1.[C-]1(C=CC=C1)P(C1=CC=CC=C1)C1=CC=CC=C1.[Fe+2] (1,1′-Bis(diphenylphosphino)ferrocene), C=1C=CC(=CC1)/C=C/C(=O)/C=C/C2=CC=CC=C2.C=1C=CC(=CC1)/C=C/C(=O)/C=C/C2=CC=CC=C2.C=1C=CC(=CC1)/C=C/C(=O)/C=C/C2=CC=CC=C2.[Pd].[Pd] (Tris(dibenzylideneacetone)dipalladium(0)). The solvent is CO (methanol), C(Cl)Cl (DCM). Conditions: time 1 minute. Yields the product CN1CCN(CC1)C1=CC=C(C=C1)NC1=NN2C(C=N1)=CC=C2NC2=CC=CC=C2 (N(2)-[4-(4-Methyl-piperazin-1-yl)-phenyl]-N(7)-phenyl-pyrrolo[2,1-f][1,2,4]triazine-2,7-diamine). Reaction SMILES: Br[C:2]1[N:10]2[C:5]([CH:6]=[N:7][C:8]([NH:11][C:12]3[CH:17]=[CH:16][C:15]([N:18]4[CH2:23][CH2:22][N:21]([CH3:24])[CH2:20][CH2:19]4)=[CH:14][CH:13]=3)=[N:9]2)=[CH:4][CH:3]=1.[NH2:25][C:26]1[CH:31]=[CH:30][CH:29]=[CH:28][CH:27]=1.CC(C)([O-])C.[Na+].C1(C)C=CC=CC=1>C1(P(C2C=CC=CC=2)[C-]2C=CC=C2)C=CC=CC=1.[C-]1(P(C2C=CC=CC=2)C2C=CC=CC=2)C=CC=C1.[Fe+2].C1C=CC(/C=C/C(/C=C/C2C=CC=CC=2)=O)=CC=1.C1C=CC(/C=C/C(/C=C/C2C=CC=CC=2)=O)=CC=1.C1C=CC(/C=C/C(/C=C/C2C=CC=CC=2)=O)=CC=1.[Pd].[Pd].CO.C(Cl)Cl>[CH3:24][N:21]1[CH2:22][CH2:23][N:18]([C:15]2[CH:16]=[CH:17][C:12]([NH:11][C:8]3[N:7]=[CH:6][C:5]4=[CH:4][CH:3]=[C:2]([NH:25][C:26]5[CH:31]=[CH:30][CH:29]=[CH:28][CH:27]=5)[N:10]4[N:9]=3)=[CH:13][CH:14]=2)[CH2:19][CH2:20]1 |f:2.3,5.6.7,8.9.10.11.12|. Procedure: Into a Microwave vial, (7-Bromo-pyrrolo[2,1-f][1,2,4]triazin-2-yl)-[4-(4-methyl-piperazin-1-yl)-phenyl]-amine (0.12 g, 0.30 mmol), Aniline (0.0470 g, 0.504 mmol), 1,1′-Bis(diphenylphosphino)ferrocene (0.0050 g, 0.0091 mmol), Tris(dibenzylideneacetone)dipalladium(0) (0.0051 g, 0.0055 mmol), Sodium tert-butoxide (0.0349 g, 0.363 mmol) were added and purged under an atmosphere of Nitrogen for 10 minutes. Toluene (1.00 mL, 9.39 mmol) was then added and stirred at room temperature for one minute. The...